From a dataset of the Open Reaction Database (ORD), a public repository of structured organic reaction records. describe an organic reaction: reactants, conditions, products, and yield Starting materials: O=C([O-])[O-], CCCC[N+](CCCC)(CCCC)CCCC, CN(C)C=O, COc1cc2c(Oc3ccc(NC(=O)Nc4ccc(F)cc4F)c(Cl)c3)ccnc2cc1O, ClCCN1CCOCC1, Cl, [I-], [K+], [K+], [Na+], O=C([O-])O. Product: COc1cc2c(Oc3ccc(NC(=O)Nc4ccc(F)cc4F)c(Cl)c3)ccnc2cc1OCCN1CCOCC1. As a reaction SMILES: [C:34](=[O:35])([O-:36])[O-:37].[CH2:61]([N+:62]([CH2:63][CH2:64][CH2:65][CH3:66])([CH2:67][CH2:68][CH2:69][CH3:70])[CH2:71][CH2:72][CH2:73][CH3:74])[CH2:75][CH2:76][CH3:77].[CH3:55][N:56]([CH3:57])[CH:58]=[O:59].[Cl:1][c:2]1[c:3]([NH:22][C:23](=[O:24])[NH:25][c:26]2[c:27]([F:33])[cH:28][c:29]([F:32])[cH:30][cH:31]2)[cH:4][cH:5][c:6]([O:8][c:9]2[cH:10][cH:11][n:12][c:13]3[cH:14][c:15]([OH:21])[c:16]([O:19][CH3:20])[cH:17][c:18]23)[cH:7]1.[Cl:41][CH2:42][CH2:43][N:44]1[CH2:45][CH2:46][O:47][CH2:48][CH2:49]1.[ClH:40].[I-:60].[K+:38].[K+:39].[Na+:50].[OH:51][C:52](=[O:53])[O-:54]>>[Cl:1][c:2]1[c:3]([NH:22][C:23](=[O:24])[NH:25][c:26]2[c:27]([F:33])[cH:28][c:29]([F:32])[cH:30][cH:31]2)[cH:4][cH:5][c:6]([O:8][c:9]2[cH:10][cH:11][n:12][c:13]3[cH:14][c:15]([O:21][CH2:42][CH2:43][N:44]4[CH2:45][CH2:46][O:47][CH2:48][CH2:49]4)[c:16]([O:19][CH3:20])[cH:17][c:18]23)[cH:7]1.